Dataset: the Open Reaction Database (ORD), a public repository of structured organic reaction records. Task: describe an organic reaction: reactants, conditions, products, and yield Solvent: O (H2O). Reagents/catalysts: [Cu].[Cr](=O)([O-])[O-] (copper chromite). RXN SMILES: [C:1](=[O:3])=[O:2].[Cr]([O-])([O-])(=O)=O.[Cs+].[Cs+].[CH3:11][OH:12]>[Cu].[Cr]([O-])([O-])=O.O>[C:1](=[O:3])=[O:2].[CH:11]([O:2][CH3:1])=[O:12].[CH3:11][O:3][CH3:1] |f:1.2.3,5.6|. Reported procedure: Synthesis gas having an inlet composition of 66.6% H2, 33.3% CO and 0.1% CO2 was fed to a 300 cc. stainless steel autoclave charged with 3 gms. copper-chromite (containing 31.1% copper and 29% chromium), 1.36 gms. of cesium chromate and 150 cc. methanol, reduced in situ using a stream of pure H2 flowing at 25 cc/min. for 16 hours at 170° C. Both catalysts were added separately in the powder form. The reactor was pressurized to 910 psig. and the temperature was adjusted to 150° C. Synthesis gas a... Starting materials: C(=O)=O (CO2), stainless steel, [Cr](=O)(=O)([O-])[O-].[Cs+].[Cs+] (cesium chromate), CO (methanol), CO (methanol). Isolated yield 0.0%. Yields the product C(=O)=O (CO2), C(=O)OC (methyl formate), COC (dimethyl ether). Starting materials: FC(CC(C=O)CC(F)(F)F)(F)F (4,4,4-trifluoro-2-(2,2,2-trifluoroethyl)butyraldehyde), CCOCC (ether), O (water), C=1(C(=CC=CC1)[S@](=O)N)C ((S)-(+)-toluene sulfinamide). Reagents/catalysts: [O-]CC.[Ti+4].[O-]CC.[O-]CC.[O-]CC (titanium (IV) ethoxide). Reaction conditions: temperature 0 celsius. Yields the product EtOAc-hexanes, CC1=CC=C(C=C1)S(=O)\N=C/C(CC(F)(F)F)CC(F)(F)F (4-methyl-N-[(1Z)-4,4,4-trifluoro-2-(2,2,2-trifluoroethyl)butylidene]benzenesulfinamide). Yield: 41.2%. RXN SMILES: [F:1][C:2]([F:13])([F:12])[CH2:3][CH:4]([CH2:7][C:8]([F:11])([F:10])[F:9])[CH:5]=O.[C:14]1(C)[C:15]([S@@:20]([NH2:22])=[O:21])=[CH:16][CH:17]=[CH:18][CH:19]=1.O.[CH3:25]COCC>[O-]CC.[Ti+4].[O-]CC.[O-]CC.[O-]CC>[CH3:25][C:18]1[CH:19]=[CH:14][C:15]([S:20](/[N:22]=[CH:5]\[CH:4]([CH2:7][C:8]([F:11])([F:10])[F:9])[CH2:3][C:2]([F:13])([F:12])[F:1])=[O:21])=[CH:16][CH:17]=1 |f:4.5.6.7.8|. Procedure: To the crude organic extract of 4,4,4-trifluoro-2-(2,2,2-trifluoroethyl)butyraldehyde (prepared as in Example 26, part F, 0.6 g, 2.88 mmol) in ether (5 mL) was added titanium (IV) ethoxide (2.63 g, 11.54 mmol) followed by (S)-(+)-toluene sulfinamide (0.537 g, 3.46 mmol) and the solution was heated to reflux for 5 h. The mixture was then cooled to 0° C. and water (35 mL) was added to precipitate titanium salts. The suspension was filtered through a pad of the Celite® reagent and the filter cake w... Reactants: CCOC(=O)c1ccc(S(C)(=O)=O)cc1O, N#CCCl, [K+], [K+], O=C([O-])[O-], CN(C)C=O. The product is CCOC(=O)c1ccc(S(C)(=O)=O)cc1OCC#N. RXN SMILES: [CH2:1]([CH3:2])[O:3][C:4]([c:5]1[c:6]([OH:15])[cH:7][c:8]([S:11](=[O:12])(=[O:13])[CH3:14])[cH:9][cH:10]1)=[O:16].[Cl:23][CH2:24][C:25]#[N:26].[K+:17].[K+:18].[O-:19][C:20]([O-:21])=[O:22].[O:27]=[CH:28][N:29]([CH3:30])[CH3:31]>>[CH2:1]([CH3:2])[O:3][C:4]([c:5]1[c:6]([O:15][CH2:24][C:25]#[N:26])[cH:7][c:8]([S:11](=[O:12])(=[O:13])[CH3:14])[cH:9][cH:10]1)=[O:16]. Reactants: CCOC(=O)C(=Cc1ccc(-c2cccc(NCC(=O)OC(C)(C)C)c2)nc1)OCC, [H][H], C1CCOC1. The product is CCOC(=O)C(Cc1ccc(-c2cccc(NCC(=O)OC(C)(C)C)c2)nc1)OCC. Reaction SMILES: [C:1]([CH3:2])([CH3:3])([CH3:4])[O:5][C:6](=[O:7])[CH2:8][NH:9][c:10]1[cH:11][c:12](-[c:16]2[cH:17][cH:18][c:19]([CH:22]=[C:23]([C:24](=[O:25])[O:26][CH2:27][CH3:28])[O:29][CH2:30][CH3:31])[cH:20][n:21]2)[cH:13][cH:14][cH:15]1.[H:32][H:33].[O:34]1[CH2:35][CH2:36][CH2:37][CH2:38]1>>[C:1]([CH3:2])([CH3:3])([CH3:4])[O:5][C:6](=[O:7])[CH2:8][NH:9][c:10]1[cH:11][c:12](-[c:16]2[cH:17][cH:18][c:19]([CH2:22][CH:23]([C:24](=[O:25])[O:26][CH2:27][CH3:28])[O:29][CH2:30][CH3:31])[cH:20][n:21]2)[cH:13][cH:14][cH:15]1.